Dataset: the Open Reaction Database (ORD), a public repository of structured organic reaction records. Task: describe an organic reaction: reactants, conditions, products, and yield Reactants: CC(C)(C)C(=O)Cl, Nc1ccc(-c2cc(=O)c3c(N)c(F)cc(F)c3o2)cc1F, O, c1ccncc1. Product: CC(C)(C)C(=O)Nc1ccc(-c2cc(=O)c3c(N)c(F)cc(F)c3o2)cc1F. As a reaction SMILES: [C:23]([C:24]([CH3:25])([CH3:26])[CH3:27])(=[O:28])[Cl:29].[NH2:1][c:2]1[c:3]([F:22])[cH:4][c:5]([F:21])[c:6]2[c:7]1[c:8](=[O:20])[cH:9][c:10](-[c:12]1[cH:13][c:14]([F:19])[c:15]([NH2:18])[cH:16][cH:17]1)[o:11]2.[OH2:30].[cH:31]1[cH:32][cH:33][n:34][cH:35][cH:36]1>>[NH2:1][c:2]1[c:3]([F:22])[cH:4][c:5]([F:21])[c:6]2[c:7]1[c:8](=[O:20])[cH:9][c:10](-[c:12]1[cH:13][c:14]([F:19])[c:15]([NH:18][C:23]([C:24]([CH3:25])([CH3:26])[CH3:27])=[O:28])[cH:16][cH:17]1)[o:11]2. Reactants: C(C)(C)(C)OC(=O)N1CCC(CC1)NC(C1=C(C=C(C=C1)Br)NC1(C(NC2=CC(=CC=C12)Cl)=O)CC1=CC(=CC=C1)Cl)=O (rac-4-{4-Bromo-2-[6-chloro-3-(3-chloro-benzyl)-2-oxo-2,3-dihydro-1H-indol-3-ylamino]-benzoylamino}-piperidine-1-carboxylic acid tert-butyl ester), C(=O)(C(F)(F)F)O (TFA). Run in C(Cl)Cl (DCM). Run at time 3 hour. Yields the product BrC1=CC(=C(C(=O)NC2CCNCC2)C=C1)NC1(C(NC2=CC(=CC=C12)Cl)=O)CC1=CC(=CC=C1)Cl (rac-4-Bromo-2-[6-chloro-3-(3-chloro-benzyl)-2-oxo-2,3-dihydro-1H-indol-3-ylamino]-N-piperidin-4-yl-benzamide). Yield: 85.0%. Reaction SMILES: C(OC([N:8]1[CH2:13][CH2:12][CH:11]([NH:14][C:15](=[O:43])[C:16]2[CH:21]=[CH:20][C:19]([Br:22])=[CH:18][C:17]=2[NH:23][C:24]2([CH2:35][C:36]3[CH:41]=[CH:40][CH:39]=[C:38]([Cl:42])[CH:37]=3)[C:32]3[C:27](=[CH:28][C:29]([Cl:33])=[CH:30][CH:31]=3)[NH:26][C:25]2=[O:34])[CH2:10][CH2:9]1)=O)(C)(C)C.C(O)(C(F)(F)F)=O>C(Cl)Cl>[Br:22][C:19]1[CH:20]=[CH:21][C:16]([C:15]([NH:14][CH:11]2[CH2:10][CH2:9][NH:8][CH2:13][CH2:12]2)=[O:43])=[C:17]([NH:23][C:24]2([CH2:35][C:36]3[CH:41]=[CH:40][CH:39]=[C:38]([Cl:42])[CH:37]=3)[C:32]3[C:27](=[CH:28][C:29]([Cl:33])=[CH:30][CH:31]=3)[NH:26][C:25]2=[O:34])[CH:18]=1. Reported procedure: To a solution of rac-4-{4-Bromo-2-[6-chloro-3-(3-chloro-benzyl)-2-oxo-2,3-dihydro-1H-indol-3-ylamino]-benzoylamino}-piperidine-1-carboxylic acid tert-butyl ester (30 mg, 0.044 mmol) in DCM (2 mL) was added TFA (0.5 mL). The mixture was stirred for 3 h, concentrated. The residue was dissolved in DCM, the resulting solution was washed with Na2CO3 solution, dried with Na2SO4, concentrated to give 22 mg rac-4-Bromo-2-[6-chloro-3-(3-chloro-benzyl)-2-oxo-2,3-dihydro-1H-indol-3-ylamino]-N-piperidin-4-y... The reactants are C(C)(C)N(C(C)C)CC (N,N-diisopropylethylamine), CS(=O)C (dimethyl sulfoxide), CC=1C=C(C=C(OCCCO)C1)OCC1=C(C=CC=C1)C(F)(F)F (3-[5-methyl-3-(2-trifluoromethylbenzyloxy)phenoxy]propanol). Solvent: ClCCl (dichloromethane). Run at time 1 hour. Product: CC=1C=C(C=C(OCCC=O)C1)OCC1=C(C=CC=C1)C(F)(F)F (3-[5-Methyl-3-(2-trifluoromethylbenzyloxy)phenoxy]propionaldehyde). Yield: 85.0%. RXN SMILES: [CH3:1][C:2]1[CH:3]=[C:4]([O:13][CH2:14][C:15]2[CH:20]=[CH:19][CH:18]=[CH:17][C:16]=2[C:21]([F:24])([F:23])[F:22])[CH:5]=[C:6]([CH:12]=1)[O:7][CH2:8][CH2:9][CH2:10][OH:11].C(N(CC)C(C)C)(C)C.CS(C)=O>ClCCl>[CH3:1][C:2]1[CH:3]=[C:4]([O:13][CH2:14][C:15]2[CH:20]=[CH:19][CH:18]=[CH:17][C:16]=2[C:21]([F:22])([F:24])[F:23])[CH:5]=[C:6]([CH:12]=1)[O:7][CH2:8][CH2:9][CH:10]=[O:11]. Procedure: Sulfur trioxide pyridine complex (1.3 g, 8.0 mmol) was added to a solution of 3-[5-methyl-3-(2-trifluoromethylbenzyloxy)phenoxy]propanol (680 mg, 2.0 mmol), as prepared in the preceding step, N,N-diisopropylethylamine (0.7 mL, 5.5 mmol) and anhydrous dimethyl sulfoxide (0.4 mL, 5.6 mmol) in anhydrous dichloromethane (20 mL). The reaction mixture was stirred at ambient temperature for 1 hour and then quenched with 10% aqueous citric acid (50 mL). The mixture was extracted into dichloromethane (3×... Starting materials: ClC=1C=C(C=CC1)N=C=O (3-chlorophenyl isocyanate), Cl.CN1CCN(CC1)C1=NC(=NC(=C1)C1=CC=C2CCNCC2=C1)N (4-(4-methylpiperazin-1-yl)-6-(1,2,3,4-tetrahydroisoquinolin-7-yl)pyrimidin-2-amine HCl salt). Product: NC1=NC(=CC(=N1)C1=CC=C2CCN(CC2=C1)C(=O)NC1=CC(=CC=C1)Cl)N1CCN(CC1)C (7-[2-Amino-6-(4-methylpiperazin-1-yl)pyrimidin-4-yl]-N-(3-chlorophenyl)-3,4-dihydroisoquinoline-2(1H)-carboxamide). As a reaction SMILES: [Cl:1][C:2]1[CH:3]=[C:4]([N:8]=[C:9]=[O:10])[CH:5]=[CH:6][CH:7]=1.Cl.[CH3:12][N:13]1[CH2:18][CH2:17][N:16]([C:19]2[CH:24]=[C:23]([C:25]3[CH:34]=[C:33]4[C:28]([CH2:29][CH2:30][NH:31][CH2:32]4)=[CH:27][CH:26]=3)[N:22]=[C:21]([NH2:35])[N:20]=2)[CH2:15][CH2:14]1>>[NH2:35][C:21]1[N:22]=[C:23]([C:25]2[CH:34]=[C:33]3[C:28]([CH2:29][CH2:30][N:31]([C:9]([NH:8][C:4]4[CH:5]=[CH:6][CH:7]=[C:2]([Cl:1])[CH:3]=4)=[O:10])[CH2:32]3)=[CH:27][CH:26]=2)[CH:24]=[C:19]([N:16]2[CH2:15][CH2:14][N:13]([CH3:12])[CH2:18][CH2:17]2)[N:20]=1 |f:1.2|. Procedure details: This compound was prepared from 3-chlorophenyl isocyanate and 4-(4-methylpiperazin-1-yl)-6-(1,2,3,4-tetrahydroisoquinolin-7-yl)pyrimidin-2-amine HCl salt using procedures analogous to those for Example 5. Analytic LCMS (M+H)+: m/z=478.3/480.3.